The task is: describe an organic reaction: reactants, conditions, products, and yield. This data is from the Open Reaction Database (ORD), a public repository of structured organic reaction records. Reactants: N1=CC=CC=C1 (pyridine), COC1=CC=C(COC(=O)N2[C@@H](C[C@@H](C2)SC(C2=CC=CC=C2)(C2=CC=CC=C2)C2=CC=CC=C2)CNS(=O)(=O)N(C)C(=O)OCC2=CC=C(C=C2)OC)C=C1 ((2S,4S)-1-p-methoxybenzyloxycarbonyl-4-tritylthio-2-(N-p-methoxybenzyloxycarbonyl-N-methylaminosulfonyl)aminomethylpyrrolidine). Reagents/catalysts: [N+](=O)([O-])[O-].[Ag+] (silver nitrate). Solvent: O (water), ClCCl (dichloromethane), CO (methanol), ClCCl (dichloromethane). The product is COC1=CC=C(COC(=O)N2[C@@H](C[C@@H](C2)S)CNS(=O)(=O)N(C)C(=O)OCC2=CC=C(C=C2)OC)C=C1 ((2S,4S)-1-p-methoxybenzyloxycarbonyl-4-mercapto-2-(N-p-methoxybenzyloxycarbonyl-N-methylaminosulfonyl)aminomethylpyrrolidine). Yield: 83.2%. Reaction SMILES: [CH3:1][O:2][C:3]1[CH:56]=[CH:55][C:6]([CH2:7][O:8][C:9]([N:11]2[CH2:15][C@@H:14]([S:16]C(C3C=CC=CC=3)(C3C=CC=CC=3)C3C=CC=CC=3)[CH2:13][C@H:12]2[CH2:36][NH:37][S:38]([N:41]([C:43]([O:45][CH2:46][C:47]2[CH:52]=[CH:51][C:50]([O:53][CH3:54])=[CH:49][CH:48]=2)=[O:44])[CH3:42])(=[O:40])=[O:39])=[O:10])=[CH:5][CH:4]=1.N1C=CC=CC=1>ClCCl.CO.O.[N+]([O-])([O-])=O.[Ag+]>[CH3:1][O:2][C:3]1[CH:4]=[CH:5][C:6]([CH2:7][O:8][C:9]([N:11]2[CH2:15][C@@H:14]([SH:16])[CH2:13][C@H:12]2[CH2:36][NH:37][S:38]([N:41]([C:43]([O:45][CH2:46][C:47]2[CH:48]=[CH:49][C:50]([O:53][CH3:54])=[CH:51][CH:52]=2)=[O:44])[CH3:42])(=[O:39])=[O:40])=[O:10])=[CH:55][CH:56]=1 |f:5.6|. Reported procedure: To a solution of (2S,4S)-1-p-methoxybenzyloxycarbonyl-4-tritylthio-2-(N-p-methoxybenzyloxycarbonyl-N-methylaminosulfonyl)aminomethylpyrrolidine (1.5 g: 1.88 mmole) in a mixture of dichloromethane (4 ml) and methanol (10 ml), a solution of pyridine (381 μl: 2.5 eq.) and silver nitrate (640 mg: 2 eq.) in water (6 ml) is added with stirring under ice cooling. The mixture is stirred at the same temperature for 30 minutes. The reaction mixture is diluted with dichloromethane, washed with water, dried... The reactants are O=C([O-])[O-], CCNCc1cccc(Br)c1, CCOC(C)=O, CN(C)C=O, ClC=CCCl, [K+], [K+]. Yields the product CCN(CC=CCl)Cc1cccc(Br)c1. RXN SMILES: [C:17](=[O:18])([O-:19])[O-:20].[CH2:1]([CH3:2])[NH:3][CH2:4][c:5]1[cH:6][c:7]([Br:11])[cH:8][cH:9][cH:10]1.[CH3:23][CH2:24][O:25][C:26](=[O:27])[CH3:28].[CH3:29][N:30]([CH3:31])[CH:32]=[O:33].[Cl:12][CH:13]=[CH:14][CH2:15][Cl:16].[K+:21].[K+:22]>>[CH2:1]([CH3:2])[N:3]([CH2:4][c:5]1[cH:6][c:7]([Br:11])[cH:8][cH:9][cH:10]1)[CH2:15][CH:14]=[CH:13][Cl:12]. The reactants are [Li]CCCC, CCOCC, C[Si](C)(Cl)Cl, CCCCCC, C#Cc1ccccc1, [Li]C#Cc1ccccc1. The product is C[Si](C)(Cl)C#Cc1ccccc1. RXN SMILES: [CH2:10]([Li:11])[CH2:12][CH2:13][CH3:14].[CH2:34]([O:35][CH2:36][CH3:37])[CH3:38].[CH3:23][Si:24]([Cl:25])([Cl:26])[CH3:27].[CH3:28][CH2:29][CH2:30][CH2:31][CH2:32][CH3:33].[c:15]1([C:16]#[CH:17])[cH:18][cH:19][cH:20][cH:21][cH:22]1.[c:1]1([C:7]#[C:8][Li:9])[cH:2][cH:3][cH:4][cH:5][cH:6]1>>[c:1]1([C:7]#[C:8][Si:24]([CH3:23])([Cl:25])[CH3:27])[cH:2][cH:3][cH:4][cH:5][cH:6]1.